Dataset: the Open Reaction Database (ORD), a public repository of structured organic reaction records. Task: describe an organic reaction: reactants, conditions, products, and yield Reactants: FC1=CC=C(C=C1)C1(CCC2(OCCO2)CC1)O (8-(4-fluorophenyl)-1,4-dioxaspiro[4.5]decan-8-ol), C1(=CC=C(C=C1)S(=O)(=O)O)C (p-toluenesulfonic acid). The solvent is C1(=CC=CC=C1)C (toluene). Product: FC1=CC=C(C=C1)C1=CCC2(OCCO2)CC1 (8-(4-Fluorophenyl)-1,4-dioxaspiro[4,5]dec-7-ene). Yield: 81.0%. As a reaction SMILES: [F:1][C:2]1[CH:7]=[CH:6][C:5]([C:8]2(O)[CH2:17][CH2:16][C:11]3([O:15][CH2:14][CH2:13][O:12]3)[CH2:10][CH2:9]2)=[CH:4][CH:3]=1.C1(C)C=CC(S(O)(=O)=O)=CC=1>C1(C)C=CC=CC=1>[F:1][C:2]1[CH:7]=[CH:6][C:5]([C:8]2[CH2:17][CH2:16][C:11]3([O:12][CH2:13][CH2:14][O:15]3)[CH2:10][CH:9]=2)=[CH:4][CH:3]=1. Reported procedure: A mixture of 8-(4-fluorophenyl)-1,4-dioxaspiro[4.5]decan-8-ol (2.0 g, 7.9 mmole) and a catalytic amount of p-toluenesulfonic acid in 50 ml toluene was heated at reflux for 1.5 hr. The mixture was cooled and washed with saturated sodium bicarbonate solution. The toluene was removed in vacuo and the residue recrystallized from hexane to give the product (81%, mp: 84°-85° C.). Calc'd for C14H15FO2 : C, 71.78%; H, 6.46%. Found: C, 71.33%; H, 6.33%. The reactants are CC(C)(OC(NC(CNC(OC(C)(C)C)=O)[C@@H]1CC[C@H](CC1)CC(=O)OCC)=O)C (ethyl 2-(trans-4-(2,2,11,11-tetramethyl-4,9-dioxo-3,10-dioxa-5,8-diazadodecan-6-yl)cyclohexyl)acetate), [OH-].[Na+] (NaOH). Conditions: time 3 hour. Procedure: To a solution of ethyl 2-(trans-4-(2,2,11,11-tetramethyl-4,9-dioxo-3,10-dioxa-5,8-diazadodecan-6-yl)cyclohexyl)acetate (0.58 g, 1.35 mmol) in THF (5 mL) and MeOH (5 mL) was added 3N NaOH (2.25 mL, 6.75 mmol). The resulting mixture was stirred at RT for 3 h. After removal of volatiles by evaporation, the residue was acidified by 0.5N HCl solution to pH ˜4.5 and extracted with EtOAc, dried over Na2SO4. Filtration and evaporation to dryness gave the acid in a quantitative yield. LC/MS: 423.1 (MNa)+... As a reaction SMILES: [CH3:1][C:2]([CH3:30])([O:4][C:5](=[O:29])[NH:6][CH:7]([C@H:17]1[CH2:22][CH2:21][C@H:20]([CH2:23][C:24]([O:26]CC)=[O:25])[CH2:19][CH2:18]1)[CH2:8][NH:9][C:10](=[O:16])[O:11][C:12]([CH3:15])([CH3:14])[CH3:13])[CH3:3].[OH-].[Na+]>C1COCC1.CO>[CH3:3][C:2]([CH3:30])([O:4][C:5](=[O:29])[NH:6][CH:7]([C@H:17]1[CH2:22][CH2:21][C@H:20]([CH2:23][C:24]([OH:26])=[O:25])[CH2:19][CH2:18]1)[CH2:8][NH:9][C:10](=[O:16])[O:11][C:12]([CH3:13])([CH3:14])[CH3:15])[CH3:1] |f:1.2|. Product: CC(C)(OC(NC(CNC(OC(C)(C)C)=O)[C@@H]1CC[C@H](CC1)CC(=O)O)=O)C (2-(trans-4-(2,2,11,11-tetramethyl-4,9-dioxo-3,10-dioxa-5,8-diazadodecan-6-yl)cyclohexyl)acetic acid). Solvent: C1CCOC1 (THF), CO (MeOH). The reactants are ClC1=C(C=C(CNC(C(C)(C)C)=O)C=C1)N=C=S (N-(4-Chloro-3-isothiocyanatobenzyl)-2,2-dimethyl-propionamide), NC=1C(=NC(=C(C(=O)NC2=CC=C(C=C2)Br)C1)OCC(F)F)NC (5-amino-N-(4-bromo-phenyl)-2-(2,2-difluoro-ethoxy)-6-methylamino-nicotinamide), CC#N (MeCN). Run at time 8 hour. Yields the product ClC1=C(C=C(CNC(C(C)(C)C)=O)C=C1)NC(=S)NC1(NC(=CC=C1C(NC1=CC=C(C=C1)Br)=O)NC)OCC(F)F (N-(4-Chloro-3-{[3-(4-bromo-phenylcarbamoyl)-2-(2,2-difluoro-ethoxy)-6-methylamino-pyridin-2-yl]-thioureido}-benzyl)-2,2-dimethyl-propionamide). RXN SMILES: [Cl:1][C:2]1[CH:15]=[CH:14][C:5]([CH2:6][NH:7][C:8](=[O:13])[C:9]([CH3:12])([CH3:11])[CH3:10])=[CH:4][C:3]=1[N:16]=[C:17]=[S:18].N[C:20]1[C:21]([NH:41][CH3:42])=[N:22][C:23]([O:36][CH2:37][CH:38]([F:40])[F:39])=[C:24]([CH:35]=1)[C:25]([NH:27][C:28]1[CH:33]=[CH:32][C:31]([Br:34])=[CH:30][CH:29]=1)=[O:26].CC#[N:45]>>[Cl:1][C:2]1[CH:15]=[CH:14][C:5]([CH2:6][NH:7][C:8](=[O:13])[C:9]([CH3:12])([CH3:11])[CH3:10])=[CH:4][C:3]=1[NH:16][C:17]([NH:45][C:23]1([O:36][CH2:37][CH:38]([F:40])[F:39])[C:24]([C:25](=[O:26])[NH:27][C:28]2[CH:33]=[CH:32][C:31]([Br:34])=[CH:30][CH:29]=2)=[CH:35][CH:20]=[C:21]([NH:41][CH3:42])[NH:22]1)=[S:18]. Procedure: N-(4-Chloro-3-isothiocyanatobenzyl)-2,2-dimethyl-propionamide (66 mg, 0.23 mmol) is added to 5-amino-N-(4-bromo-phenyl)-2-(2,2-difluoro-ethoxy)-6-methylamino-nicotinamide (93 mg, 0.23 mmol) in MeCN (3.5 mL) and stirred at rt overnight. The reaction mixture is filtered and the filtercake is dried. Starting materials: C(C)C1=CC(=C(NC1=O)C)C1=CC=C(O1)C(=O)O (5-(5-ethyl-2-methyl-6-oxo-1,6-dihydro-pyridin-3-yl)-furan-2-carboxylic acid), FC(C1=CC=C(CN)C=C1)(F)F (4-trifluoromethyl-benzylamine). Yields the product FC(C1=CC=C(CNC(=O)C=2OC(=CC2)C2=C(NC(C(=C2)CC)=O)C)C=C1)(F)F (5-(5-Ethyl-2-methyl-6-oxo-1,6-dihydro-pyridin-3-yl)-furan-2-carboxylic acid 4-trifluoromethyl-benzylamide). Yield: 60.0%. As a reaction SMILES: [CH2:1]([C:3]1[C:8](=[O:9])[NH:7][C:6]([CH3:10])=[C:5]([C:11]2[O:15][C:14]([C:16]([OH:18])=O)=[CH:13][CH:12]=2)[CH:4]=1)[CH3:2].[F:19][C:20]([F:30])([F:29])[C:21]1[CH:28]=[CH:27][C:24]([CH2:25][NH2:26])=[CH:23][CH:22]=1>>[F:19][C:20]([F:29])([F:30])[C:21]1[CH:28]=[CH:27][C:24]([CH2:25][NH:26][C:16]([C:14]2[O:15][C:11]([C:5]3[CH:4]=[C:3]([CH2:1][CH3:2])[C:8](=[O:9])[NH:7][C:6]=3[CH3:10])=[CH:12][CH:13]=2)=[O:18])=[CH:23][CH:22]=1. Procedure details: Method 1, Example 205 is substantially repeated except for utilizing 5-(5-ethyl-2-methyl-6-oxo-1,6-dihydro-pyridin-3-yl)-furan-2-carboxylic acid and 4-trifluoromethyl-benzylamine to afford the title compound (60% yield). LC/MS: RT 2.95 min; m/e 405 (M+H). Reactants: O1CCCC1 (tetrahydrofuran), [NH+]1=CC=CC=C1.C1(=CC=C(C=C1)S(=O)(=O)[O-])C (pyridinium para-toluene sulfonate). Conditions: time 30 minute. Yields the product C(=C)OC(C)(C)C (tertiary butyl vinyl ether), C(CC1=CC=CC=C1)O (phenethyl alcohol), solid. As a reaction SMILES: [NH+]1C=[CH:5][CH:4]=[CH:3][CH:2]=1.[C:7]1([CH3:17])[CH:12]=CC(S([O-])(=O)=O)=C[CH:8]=1.[O:18]1[CH2:22][CH2:21][CH2:20][CH2:19]1>>[CH:19]([O:18][C:7]([CH3:8])([CH3:12])[CH3:17])=[CH2:20].[CH2:22]([OH:18])[CH2:21][C:20]1[CH:5]=[CH:4][CH:3]=[CH:2][CH:19]=1 |f:0.1|. Procedure details: A mixture of 100 ml of tetrahydrofuran (THF) and 30 g of powdered polyhydroxystyrene (PHS) was added to a 250 ml three-necked flask equipped with a temperature probe, an overhead mechanical stirrer and a nitrogen inlet. The mixture stirred for 30 minutes to form a homogeneous solution before 5.0 g of tertiary butyl vinyl ether, 4.8 g of phenethyl alcohol and 140 mg of solid pyridinium-para-toluene sulfonate was added. A brief exotherm was observed followed by a temperature rise of 23° to 27° C. ... Starting materials: Cl (HCl), C1(=CC=CC=C1)C(CCC=C)=O (1-phenyl-4-penten-1-one), C1(C=CC=C1)[Mg]Cl (Cyclopentadienyl magnesium chloride), [Cl-].[NH4+] (ammonium chloride). The solvent is C1CCOC1 (THF), O (water). Run at time 8 hour. Yields the product C1(=CC=CC=C1)C(=C1C=CC=C1)CCC=C (6-phenyl-6-(3-butenyl)fulvene). Reaction SMILES: [C:1]1([C:7](=O)[CH2:8][CH2:9][CH:10]=[CH2:11])[CH:6]=[CH:5][CH:4]=[CH:3][CH:2]=1.[CH:13]1([Mg]Cl)[CH:17]=[CH:16][CH:15]=[CH:14]1.[Cl-].[NH4+].Cl>O.C1COCC1>[C:1]1([C:7]([CH2:8][CH2:9][CH:10]=[CH2:11])=[C:13]2[CH:17]=[CH:16][CH:15]=[CH:14]2)[CH:6]=[CH:5][CH:4]=[CH:3][CH:2]=1 |f:2.3|. Reported procedure: A 1 L round bottomed flask was charged with 1-phenyl-4-penten-1-one (49.1 g, 307 mmol), THF (200 mL), and a stir bar, and cooled in an ice bath. Cyclopentadienyl magnesium chloride (330 mL of approximately 1 M solution in THF, 330 mmol) was added dropwise over 1 hour. The pale red solution was stirred overnight while warming to room temperature. The solution was then refluxed for 4.5 hours, during which time the red color intensified. After being stirred overnight at room temperature again, the ... The reactants are C(C=C)#N (acrylonitrile), ClC=1C=C(C=CC1Cl)C1NCCC1 (2-(3,4-dichlorophenyl)pyrrolidine). Solvent: CO (methanol). Reaction conditions: time 3 day. The product is ClC=1C=C(C=CC1Cl)C1N(CCC1)CCC#N (3-[2-(3,4-Dichlorophenyl)pyrrolidin-1-yl]-propan-1-nitrile). The yield is 69.7%. RXN SMILES: [Cl:1][C:2]1[CH:3]=[C:4]([CH:9]2[CH2:13][CH2:12][CH2:11][NH:10]2)[CH:5]=[CH:6][C:7]=1[Cl:8].[C:14](#[N:17])[CH:15]=[CH2:16]>CO>[Cl:1][C:2]1[CH:3]=[C:4]([CH:9]2[CH2:13][CH2:12][CH2:11][N:10]2[CH2:16][CH2:15][C:14]#[N:17])[CH:5]=[CH:6][C:7]=1[Cl:8]. Procedure: To the solution of 2.4 g (11.2 mmol) 2-(3,4-dichlorophenyl)pyrrolidine in 13 ml abs. methanol dropwise under stirring at room temperature 2.21 ml (33.6 mmol) acrylonitrile is added. The reaction mixture is stirred for 3 days at room temperature, then evaporated. The residue is purified by column chromatography using at first chloroform, then chloroform:methanol 100:1 ratio mixture as eluent, to obtain 2.1 g title compound in the form of an oil. LC-MS[MH+]=269 (C13H14Cl2N2 269.14). Starting materials: C([C@@H]1[C@H]([C@@H]([C@H]([C@H](O1)O[C@@H]2[C@@H]([C@H]([C@@H]([C@H](O2)CO)O)O)O)O)O)O)O.O.O (trehalose dihydrate), C(C(C)[*:2])[*:1] (polypropylene), Cl (HCl). Solvent: O (water), O (water). Product: C([C@@H]1[C@H]([C@@H]([C@H]([C@H](O1)O[C@@H]2[C@@H]([C@H]([C@@H]([C@H](O2)CO)O)O)O)O)O)O)O (Trehalose). As a reaction SMILES: [CH2:1]([OH:23])[C@H:2]1[O:7][C@H:6]([O:8][C@H:9]2[O:14][C@H:13]([CH2:15][OH:16])[C@@H:12]([OH:17])[C@H:11]([OH:18])[C@H:10]2[OH:19])[C@H:5]([OH:20])[C@@H:4]([OH:21])[C@@H:3]1[OH:22].O.O.Cl>O>[CH2:15]([OH:16])[C@H:13]1[O:14][C@H:9]([O:8][C@H:6]2[O:7][C@H:2]([CH2:1][OH:23])[C@@H:3]([OH:22])[C@H:4]([OH:21])[C@H:5]2[OH:20])[C@H:10]([OH:19])[C@@H:11]([OH:18])[C@@H:12]1[OH:17] |f:0.1.2|. Reported procedure: 25.48 g of trehalose dihydrate was carefully weighed and transferred into a sterile polypropylene bottle, to which 350 ml of purified water was added at room temperature and stirred slowly until a clear solution was obtained. To the clear solution, 0.1 N HCl was added drop by drop to adjust the pH to 3.9, then the volume was adjusted with purified water to obtain 400 ml final volume. The pH was measured and found to be 4.2. The solution was filtered through a 0.22-micron filter and was used dire... Reactants: C(CC)N=C=O (Propyl isocyanate), NC1CC2=CC=C(C=C2C1)C=1CCC(NN1)=O (2-amino-5-[4,5-dihydropyridazin-3(2H)-on-6-yl]indane). The solvent is COCCO (2-methoxyethanol). Conditions: time 10 minute. Yields the product C(CC)NC(=O)NC1CC2=CC=C(C=C2C1)C=1CCC(NN1)=O (2(propylcarbamoyl) amino-5-[4,5-dihydropyridazin-3(2H)-on-6-yl]indane). Isolated yield 69.8%. As a reaction SMILES: [CH2:1]([N:4]=[C:5]=[O:6])[CH2:2][CH3:3].[NH2:7][CH:8]1[CH2:16][C:15]2[C:10](=[CH:11][CH:12]=[C:13]([C:17]3[CH2:18][CH2:19][C:20](=[O:23])[NH:21][N:22]=3)[CH:14]=2)[CH2:9]1>COCCO>[CH2:1]([NH:4][C:5]([NH:7][CH:8]1[CH2:16][C:15]2[C:10](=[CH:11][CH:12]=[C:13]([C:17]3[CH2:18][CH2:19][C:20](=[O:23])[NH:21][N:22]=3)[CH:14]=2)[CH2:9]1)=[O:6])[CH2:2][CH3:3]. Reported procedure: Propyl isocyanate (2.38 g) was added dropwise to 5.13 g of 2-amino-5-[4,5-dihydropyridazin-3(2H)-on-6-yl]indane suspended in 60 ml of 2-methoxyethanol. The mixture was stirred at room temperature for 10 minutes. Crystals precipitated were collected by filtration and recrystallized from methanol-acetonitrile to obtain 4.91 g of 2(propylcarbamoyl) amino-5-[4,5-dihydropyridazin-3(2H)-on-6-yl]indane.